From a dataset of the Open Reaction Database (ORD), a public repository of structured organic reaction records. describe an organic reaction: reactants, conditions, products, and yield The reactants are ClC=1C=CC(=C(C1)C1=NN(C=C1NC(OC(C)(C)C)=O)C)OC (tert-butyl 3-(5-chloro-2-methoxyphenyl)-1-methyl-1H-pyrazol-4-ylcarbamate), Cl (hydrogen chloride), solution. Run in O1CCOCC1 (1,4-dioxane). Conditions: time 9 hour. Product: ClC=1C=CC(=C(C1)C1=NN(C=C1N)C)OC (3-(5-chloro-2-methoxyphenyl)-1-methyl-1H-pyrazol-4-amine). As a reaction SMILES: [Cl:1][C:2]1[CH:3]=[CH:4][C:5]([O:22][CH3:23])=[C:6]([C:8]2[C:12]([NH:13]C(=O)OC(C)(C)C)=[CH:11][N:10]([CH3:21])[N:9]=2)[CH:7]=1.Cl>O1CCOCC1>[Cl:1][C:2]1[CH:3]=[CH:4][C:5]([O:22][CH3:23])=[C:6]([C:8]2[C:12]([NH2:13])=[CH:11][N:10]([CH3:21])[N:9]=2)[CH:7]=1. Reported procedure: To a stirring solution of tert-butyl 3-(5-chloro-2-methoxyphenyl)-1-methyl-1H-pyrazol-4-ylcarbamate (543.2 mg, 1.608 mmol, 1 eq) was added hydrogen chloride (5.0 mL of a 4.0 M solution in 1,4-dioxane, 0.020 mol, 12 eq). The reaction mixture was stirred at room temperature for 9 hours and then evaporated to dryness. The solid residue was partitioned between dichloromethane and a saturated aqueous solution of sodium bicarbonate. The aqueous portion was extracted once more with dichloromethane, and... Reactants: Cn1nnc(CN)n1, CO, CN(C)C=O, CCN(C(C)C)C(C)C, O=C(NCC1CN(Cc2ccc(Cl)c(Cl)c2)CCO1)Oc1ccc([N+](=O)[O-])cc1, Cl, Cl. The product is Cn1nnc(CNC(=O)NCC2CN(Cc3ccc(Cl)c(Cl)c3)CCO2)n1. As a reaction SMILES: [CH3:2][n:3]1[n:4][c:5]([CH2:8][NH2:9])[n:6][n:7]1.[CH3:49][OH:50].[CH3:51][N:52]([CH3:53])[CH:54]=[O:55].[CH:40]([N:41]([CH2:42][CH3:43])[CH:44]([CH3:45])[CH3:46])([CH3:47])[CH3:48].[Cl:11][c:12]1[cH:13][c:14]([CH2:15][N:16]2[CH2:17][CH:18]([CH2:22][NH:23][C:24]([O:25][c:27]3[cH:28][cH:29][c:30]([N+:31]([O-:32])=[O:33])[cH:34][cH:35]3)=[O:26])[O:19][CH2:20][CH2:21]2)[cH:36][cH:37][c:38]1[Cl:39].[ClH:10].[ClH:1]>>[CH3:2][n:3]1[n:4][c:5]([CH2:8][NH:9][C:24]([NH:23][CH2:22][CH:18]2[CH2:17][N:16]([CH2:15][c:14]3[cH:13][c:12]([Cl:11])[c:38]([Cl:39])[cH:37][cH:36]3)[CH2:21][CH2:20][O:19]2)=[O:25])[n:6][n:7]1. The reactants are C1CCOC1, CCN, Cl, O=C(O)c1cc(S(=O)(=O)Cl)cc(F)c1F, [Na+], [OH-]. Product: CCNS(=O)(=O)c1cc(F)c(F)c(C(=O)O)c1. RXN SMILES: [CH2:22]1[O:23][CH2:24][CH2:25][CH2:26]1.[CH3:18][CH2:19][NH2:20].[ClH:21].[F:1][c:2]1[c:3]([C:4](=[O:5])[OH:6])[cH:7][c:8]([S:12](=[O:13])(=[O:14])[Cl:15])[cH:9][c:10]1[F:11].[Na+:17].[OH-:16]>>[F:1][c:2]1[c:3]([C:4](=[O:5])[OH:6])[cH:7][c:8]([S:12](=[O:13])(=[O:14])[NH:20][CH2:19][CH3:18])[cH:9][c:10]1[F:11].